Dataset: the Open Reaction Database (ORD), a public repository of structured organic reaction records. Task: describe an organic reaction: reactants, conditions, products, and yield Starting materials: C(C)(C)(C)OC(=O)NCCN1N=C2C=3C(=C(C=CC13)OS(=O)(=O)C1=CC=C(C=C1)C)C(C=1C=CN=CC12)=O (2-[2-(N-tert-butoxycarbonylamino)ethyl]-5-(p-toluenesulfonyloxy)isoquino[8,7,6-cd]indazole-6(2H)-one), CN(CCN)C (2-(dimethylamino) ethylamine). The solvent is N1=CC=CC=C1 (pyridine). Conditions: temperature 80 celsius, time 1 hour. Product: C(C)(C)(C)OC(=O)NCCN1N=C2C=3C(=C(C=CC13)NCCN(C)C)C(C=1C=CN=CC12)=O (2-[2-(N-tert-butoxycarbonylamino)ethyl]-5-[[2-(dimethylamino)ethyl]amino]isoquino[8,7,6-cd]indazole-6(2H)-one). Reaction SMILES: [C:1]([O:5][C:6]([NH:8][CH2:9][CH2:10][N:11]1[C:19]2[CH:18]=[CH:17][C:16](OS(C3C=CC(C)=CC=3)(=O)=O)=[C:15]3[C:31](=[O:38])[C:32]4[CH:33]=[CH:34][N:35]=[CH:36][C:37]=4[C:13]([C:14]=23)=[N:12]1)=[O:7])([CH3:4])([CH3:3])[CH3:2].[CH3:39][N:40]([CH3:44])[CH2:41][CH2:42][NH2:43]>N1C=CC=CC=1>[C:1]([O:5][C:6]([NH:8][CH2:9][CH2:10][N:11]1[C:19]2[CH:18]=[CH:17][C:16]([NH:43][CH2:42][CH2:41][N:40]([CH3:44])[CH3:39])=[C:15]3[C:31](=[O:38])[C:32]4[CH:33]=[CH:34][N:35]=[CH:36][C:37]=4[C:13]([C:14]=23)=[N:12]1)=[O:7])([CH3:3])([CH3:4])[CH3:2]. Procedure: A suspension of 2-[2-(N-tert-butoxycarbonylamino)ethyl]-5-(p-toluenesulfonyloxy)isoquino[8,7,6-cd]indazole-6(2H)-one (0.056 g) and 2-(dimethylamino) ethylamine (0.080 mL) in dry pyridine (0.50 mL) is heated at 80° C. The dark solution obtained is held at this temperature for 1 hour, then it is left at room temperature overnight. The dark precipitate obtained is separated by suction and purified by column chromatography (SiO2 ; eluant ethyl acetate and then methylene chloride/methanol 9/0.5 v/v) ... Reactants: CCCC[N+](CCCC)(CCCC)CCCC, Cc1ccccc1, FC(F)(F)c1cccc(CBr)c1, Nc1c2c(nc3ccccc13)CCCC2=O, [OH-], O=S(=O)([O-])O. Product: O=C1CCCc2nc3ccccc3c(NCc3cccc(C(F)(F)F)c3)c21. As a reaction SMILES: [CH2:42]([N+:43]([CH2:44][CH2:45][CH2:46][CH3:47])([CH2:48][CH2:49][CH2:50][CH3:51])[CH2:52][CH2:53][CH2:54][CH3:55])[CH2:56][CH2:57][CH3:58].[CH3:30][c:31]1[cH:32][cH:33][cH:34][cH:35][cH:36]1.[F:18][C:19]([c:20]1[cH:21][c:22]([CH2:23][Br:24])[cH:25][cH:26][cH:27]1)([F:28])[F:29].[NH2:2][c:3]1[c:4]2[cH:5][cH:6][cH:7][cH:8][c:9]2[n:10][c:11]2[c:16]1[C:15](=[O:17])[CH2:14][CH2:13][CH2:12]2.[OH-:1].[S:37]([O-:38])([OH:39])(=[O:40])=[O:41]>>[NH:2]([c:3]1[c:4]2[cH:5][cH:6][cH:7][cH:8][c:9]2[n:10][c:11]2[c:16]1[C:15](=[O:17])[CH2:14][CH2:13][CH2:12]2)[CH2:23][c:22]1[cH:21][c:20]([C:19]([F:18])([F:28])[F:29])[cH:27][cH:26][cH:25]1. Reactants: C(C1=CC=C(C=C1)OC)P(OCC)OCC (diethyl p-anisylphosphonite), C(C1=CC=C(C=C1)OC)P(Cl)Cl (p-anisylphosphonous dichloride), phosphonochloridous esters, P(Cl)Cl (phosphonous dichloride), P([O-])[O-] (phosphonite). The solvent is CCOCC (ether), CCOCC (ether). Run at time 2 hour. Yields the product C(C1=CC=C(C=C1)OC)P(OCC)Cl (Ethyl p-Anisylphosphonochloridite). Reaction SMILES: P(Cl)[Cl:2].P([O-])[O-].[CH2:7]([P:16](OCC)[O:17][CH2:18][CH3:19])[C:8]1[CH:13]=[CH:12][C:11]([O:14][CH3:15])=[CH:10][CH:9]=1.C(P(Cl)Cl)C1C=CC(OC)=CC=1>CCOCC>[CH2:7]([P:16]([Cl:2])[O:17][CH2:18][CH3:19])[C:8]1[CH:13]=[CH:12][C:11]([O:14][CH3:15])=[CH:10][CH:9]=1. Reported procedure: This and other phosphonochloridous esters were best prepared by the procedure of Steininger (Chem. Ber., 1962, 95, 2993) for the comproportionation of the corresponding phosphonous dichloride and phosphonite. Thus, a solution of diethyl p-anisylphosphonite (7.5 g, 36 mmol) in dry ether (20 mL) was added to a solution of p-anisylphosphonous dichloride (8.2 g, 36 mmol) in ether (75 mL) at 5° C. The solution was warmed to room temperature and stirred two hours, then concentrated and distilled (Kuge... The reactants are CC(C)N(C)C1CCC(N2CCC(NC(=O)OCc3ccccc3)C2=O)C(NC(=O)OCC[Si](C)(C)C)C1, ClCCl, O=C(O)C(F)(F)F. Product: CC(C)N(C)C1CCC(N2CCC(NC(=O)OCc3ccccc3)C2=O)C(N)C1. Reaction SMILES: [CH2:1]([c:2]1[cH:3][cH:4][cH:5][cH:6][cH:7]1)[O:8][C:9](=[O:10])[NH:11][CH:12]1[C:13](=[O:38])[N:14]([CH:17]2[CH:18]([NH:28][C:29](=[O:30])[O:31][CH2:32][CH2:33][Si:34]([CH3:35])([CH3:36])[CH3:37])[CH2:19][CH:20]([N:23]([CH3:24])[CH:25]([CH3:26])[CH3:27])[CH2:21][CH2:22]2)[CH2:15][CH2:16]1.[Cl:46][CH2:47][Cl:48].[OH:39][C:40]([C:41]([F:42])([F:43])[F:44])=[O:45]>>[CH2:1]([c:2]1[cH:3][cH:4][cH:5][cH:6][cH:7]1)[O:8][C:9](=[O:10])[NH:11][CH:12]1[C:13](=[O:38])[N:14]([CH:17]2[CH:18]([NH2:28])[CH2:19][CH:20]([N:23]([CH3:24])[CH:25]([CH3:26])[CH3:27])[CH2:21][CH2:22]2)[CH2:15][CH2:16]1. The reactants are COCC(=O)Cl, Nc1ccccc1-c1nc2ccccc2[nH]1. The product is COCC(=O)Nc1ccccc1-c1nc2ccccc2[nH]1. As a reaction SMILES: [CH3:17][O:18][CH2:19][C:20](=[O:21])[Cl:22].[NH2:1][c:2]1[c:3](-[c:8]2[nH:9][c:10]3[c:11]([n:12]2)[cH:13][cH:14][cH:15][cH:16]3)[cH:4][cH:5][cH:6][cH:7]1>>[NH:1]([c:2]1[c:3](-[c:8]2[n:9][c:10]3[c:11]([nH:12]2)[cH:13][cH:14][cH:15][cH:16]3)[cH:4][cH:5][cH:6][cH:7]1)[C:20]([CH2:19][O:18][CH3:17])=[O:21]. Starting materials: OC1=CC(N(C=C1)C=1SC(=C(N1)C)C(=O)O)=O (2-(4-hydroxy-2-oxopyridin-1(2H)-yl)-4-methylthiazole-5-carboxylic acid), C1(CC1)C(C)N (cyclopropylethanamine). The product is C1(CC1)CNC(=O)C1=C(N=C(S1)N1C(C=C(C=C1)O)=O)C (N-(Cyclopropylmethyl)-2-(4-hydroxy-2-oxopyridin-1(2H)-yl)-4-methylthiazole-5-carboxamide). The yield is 76.0%. Reaction SMILES: [OH:1][C:2]1[CH:7]=[CH:6][N:5]([C:8]2[S:9][C:10]([C:14]([OH:16])=O)=[C:11]([CH3:13])[N:12]=2)[C:4](=[O:17])[CH:3]=1.[CH:18]1([CH:21]([NH2:23])C)[CH2:20][CH2:19]1>>[CH:18]1([CH2:21][NH:23][C:14]([C:10]2[S:9][C:8]([N:5]3[CH:6]=[CH:7][C:2]([OH:1])=[CH:3][C:4]3=[O:17])=[N:12][C:11]=2[CH3:13])=[O:16])[CH2:20][CH2:19]1. Procedure details: Following the procedure as described in Example 1, making variations only as required to use 2-(4-hydroxy-2-oxopyridin-1(2H)-yl)-4-methylthiazole-5-carboxylic acid in place of 4-methyl-2-(2-oxo-4-phenylpyridin-1(2H)-yl)thiazole-5-carboxylic acid to react with cyclopropylethanamine, the title compound was obtained as a colorless solid in 76% yield: mp 240-242° C. (ethyl acetate/hexanes); 1H NMR (300 MHz, DMSO-d6) δ 11.56 (br s, 1H), 8.58 (d, J=8.0 Hz, 1H), 8.26 (t, J=5.6 Hz, 1H), 6.25 (dd, J=8.0,... Starting materials: ClC1=NC(=NC(=C1C)Cl)C (4,6-dichloro-2,5-dimethylpyrimidine), [OH-].[NH4+] (ammonium hydroxide). The solvent is C(C)O (ethanol). Conditions: temperature 80 celsius, time 8 hour. Yields the product ClC1=C(C(=NC(=N1)C)N)C (6-chloro-2,5-dimethylpyrimidin-4-amine). RXN SMILES: [Cl:1][C:2]1[C:7]([CH3:8])=[C:6](Cl)[N:5]=[C:4]([CH3:10])[N:3]=1.[OH-].[NH4+:12]>C(O)C>[Cl:1][C:2]1[N:3]=[C:4]([CH3:10])[N:5]=[C:6]([NH2:12])[C:7]=1[CH3:8] |f:1.2|. Procedure: A microwave vial was charged with 4,6-dichloro-2,5-dimethylpyrimidine (523 mg, 2.95 mmol) and ammonium hydroxide (8 mL) in ethanol (4 mL). The vial was heated to 80° C. and stirred for 8 h. After concentration under reduced pressure, the reaction mixture was extracted with EtOAc (15 mL×8). The combined organic layers were washed with brine (30 mL), dried over Na2SO4 and concentrated to give 6-chloro-2,5-dimethylpyrimidin-4-amine as a yellow solid (411 mg). MS (ESI): m/z 158 [M+H]+.